This data is from the Open Reaction Database (ORD), a public repository of structured organic reaction records. The task is: describe an organic reaction: reactants, conditions, products, and yield The reactants are CC(CCC(C)=O)=O (Hexane-2,5-dione), NC1=NC=C(C=C1)Br (2-amino-5-bromo-pyridine), C (Charcoal). Solvent: C1CCCCC1 (cyclohexane), C(C)(=O)O (acetic acid), hexanes. Run at time 3 hour. Product: BrC=1C=CC(=NC1)N1C(=CC=C1C)C (5-Bromo-2-(2,5-dimethyl-pyrrol-1-yl)-pyridine). The yield is 80.0%. Reaction SMILES: [CH3:1][C:2](=O)[CH2:3][CH2:4][C:5](=O)[CH3:6].[NH2:9][C:10]1[CH:15]=[CH:14][C:13]([Br:16])=[CH:12][N:11]=1.C>C1CCCCC1.C(O)(=O)C>[Br:16][C:13]1[CH:14]=[CH:15][C:10]([N:9]2[C:2]([CH3:1])=[CH:3][CH:4]=[C:5]2[CH3:6])=[N:11][CH:12]=1. Reported procedure: Hexane-2,5-dione (97 mL, 831 mmol) was added to a solution of 2-amino-5-bromo-pyridine (125 g, 722 mmol) in cyclohexane (625 mL) and acetic acid (20 mL). The solution was heated to reflux under argon atmosphere with a Dean-Stark trap. A total of 30 mL of water was collected from the Dean-Stark trap. The mixture was allowed to cool to room temperature, diluted with water, and extracted with diethyl ether. The organic phase was washed with 1N hydrochloric acid (4×), saturated aqueous sodium bicarb...